The task is: describe an organic reaction: reactants, conditions, products, and yield. This data is from the Open Reaction Database (ORD), a public repository of structured organic reaction records. The reactants are O (water), C(C=C)Cl (allyl chloride), 237.0g, N1=CC=CC=C1 (pyridine). Conditions: temperature 50 celsius, time 8 hour. The product is C(C=C)Cl.[NH+]1=CC=CC=C1 (pyridinium allyl chloride). The yield is 90.0%. RXN SMILES: O.[CH2:2]([Cl:5])[CH:3]=[CH2:4].[N:6]1[CH:11]=[CH:10][CH:9]=[CH:8][CH:7]=1>>[CH2:2]([Cl:5])[CH:3]=[CH2:4].[NH+:6]1[CH:11]=[CH:10][CH:9]=[CH:8][CH:7]=1 |f:3.4|. Procedure: of water are placed in the reactor. 229.58; (3 mol) of allyl chloride are added and the mixture is heated to 50° C. 237.0g (3 mol) of pyridine are then added dropwise over a period of one hour with vigorous stirring. Following a further eight hours at 50° C. the reaction mixture is subjected to steam distillation at 500 mbar/80° C. During the steam distillation the pH is kept at 5 by means of dilute NaOH. Distillation is continued until the content of pyridine in the bottoms is less than 0.1%. T... Reactants: NC=1C=C(C(=O)NC2=CC(=CC=C2)Cl)C=CC1N (3,4-diamino-N-(3-chloro-phenyl)-benzamide), CC1=C(C=O)C(=CC=C1)C (2,6-dimethyl-benzaldehyde), YB(SO3CF3)3, CC1=C(C=O)C(=CC=C1)C (2,6-dimethyl benzaldehyde). The solvent is CO (MeOH). Conditions: time 16 hour. Yields the product ClC=1C=C(C=CC1)NC(=O)C1=CC2=C(N=C(N2)C2=C(C=CC=C2C)C)C=C1 (2-(2,6-dimethyl-phenyl)-3H-benzoimidazole-5-carboxylic acid (3-chloro-phenyl)-amide). As a reaction SMILES: [NH2:1][C:2]1[CH:3]=[C:4]([CH:15]=[CH:16][C:17]=1[NH2:18])[C:5]([NH:7][C:8]1[CH:13]=[CH:12][CH:11]=[C:10]([Cl:14])[CH:9]=1)=[O:6].[CH3:19][C:20]1[CH:27]=[CH:26][CH:25]=[C:24]([CH3:28])[C:21]=1[CH:22]=O>CO>[Cl:14][C:10]1[CH:9]=[C:8]([NH:7][C:5]([C:4]2[CH:15]=[CH:16][C:17]3[N:18]=[C:22]([C:21]4[C:24]([CH3:28])=[CH:25][CH:26]=[CH:27][C:20]=4[CH3:19])[NH:1][C:2]=3[CH:3]=2)=[O:6])[CH:13]=[CH:12][CH:11]=1. Procedure details: A mixture of 3,4-diamino-N-(3-chloro-phenyl)-benzamide (0.1 mL in 0.2 M DMSO solution), 2,6-dimethyl-benzaldehyde (0.1 mL in 0.2 M toluene solution) and YB(SO3CF3)3 (0.1 mL in 0.02M THF solution) was shaked at room temperature for 16 h. Then another 0.04 mL of 2,6-dimethyl benzaldehyde (0.2 M) toluene solution was added. The mixture was stirred in open air at ambient temperature overnight. The mixture was then diluted by MeOH and the whole was loaded onto a solid phase extraction (SPE) cartridge...